From a dataset of the Open Reaction Database (ORD), a public repository of structured organic reaction records. describe an organic reaction: reactants, conditions, products, and yield The reactants are C(C)(=O)OCC1=NC=CC=C1C(C)=O (2-acetoxymethyl-3-acetylpyridine). Solvent: Cl (hydrochloric acid). Conditions: temperature 100 celsius. Yields the product C(C)(=O)C=1C(=NC=CC1)CO (3-acetyl-2-hydroxymethylpyridine). Isolated yield 100.5%. Reaction SMILES: C([O:4][CH2:5][C:6]1[C:11]([C:12](=[O:14])[CH3:13])=[CH:10][CH:9]=[CH:8][N:7]=1)(=O)C>Cl>[C:12]([C:11]1[C:6]([CH2:5][OH:4])=[N:7][CH:8]=[CH:9][CH:10]=1)(=[O:14])[CH3:13]. Procedure: A mixture of 2-acetoxymethyl-3-acetylpyridine (1.03 g) and 6N aqueous hydrochloric acid (30 ml) was heated for 3 hours at ca. 100° C. After cooling to room temperature, the mixture was concentrated in vacuo. The residue was taken up with saturated sodium carbonate aqueous solution and extracted with chloroform. The extract was dried over sodium sulfate, filtered and concentrated in vacuo to give 3-acetyl-2-hydroxymethylpyridine (0.81 g) as a brown oil. Starting materials: CI (methyl iodide), C(=S)=S (Carbon disulfide), [OH-].[Na+] (sodium hydroxide), C1(=CC=CC=C1)NC1=CC=C(C=C1)NC(CC(C)C)C (N-phenyl-N'-(1,3-dimethylbutyl)-p-phenylenediamine). Run in O1CCCC1 (tetrahydrofuran). The product is CSC(N(C(CC(C)C)C)C1=CC=C(C=C1)NC1=CC=CC=C1)=S (N-(4-anilinophenyl)-N-(1,3-dimethyl-butyl)-dithiocarbamate methyl ester). As a reaction SMILES: [C:1]1([NH:7][C:8]2[CH:13]=[CH:12][C:11]([NH:14][CH:15]([CH3:20])[CH2:16][CH:17]([CH3:19])[CH3:18])=[CH:10][CH:9]=2)[CH:6]=[CH:5][CH:4]=[CH:3][CH:2]=1.[C:21](=[S:23])=[S:22].[OH-].[Na+].[CH3:26]I>O1CCCC1>[CH3:26][S:22][C:21](=[S:23])[N:14]([C:11]1[CH:12]=[CH:13][C:8]([NH:7][C:1]2[CH:2]=[CH:3][CH:4]=[CH:5][CH:6]=2)=[CH:9][CH:10]=1)[CH:15]([CH3:20])[CH2:16][CH:17]([CH3:19])[CH3:18] |f:2.3|. Procedure: N-phenyl-N'-(1,3-dimethylbutyl)-p-phenylenediamine (26.8g, 0.10 mol) is dissolved in 100 mL tetrahydrofuran in a 250 mL, 3-neck round bottom flask. Carbon disulfide (7.6g, 0.10 mol) is added over 0.5 hours with the concurrent addition of an aqueous solution of sodium hydroxide (4.0g, 0.10 mol). When addition is complete, methyl iodide (14.2g, 0.10 mol) is added and the mixture refluxed for 1 hour. The solvent is then stripped off on a rotary evaporator and the residue extracted with methylene ch... The reactants are Br, CC(=O)O, COc1cc2c(cc1O)CCNC2COc1ccc(Cl)cc1. Product: Br, Oc1cc2c(cc1O)C(COc1ccc(Cl)cc1)NCC2. RXN SMILES: [BrH:23].[CH3:24][C:25](=[O:26])[OH:27].[Cl:1][c:2]1[cH:3][cH:4][c:5]([O:6][CH2:7][CH:8]2[NH:9][CH2:10][CH2:11][c:12]3[cH:13][c:14]([OH:20])[c:15]([O:18][CH3:19])[cH:16][c:17]32)[cH:21][cH:22]1>>[BrH:23].[Cl:1][c:2]1[cH:3][cH:4][c:5]([O:6][CH2:7][CH:8]2[NH:9][CH2:10][CH2:11][c:12]3[cH:13][c:14]([OH:20])[c:15]([OH:18])[cH:16][c:17]32)[cH:21][cH:22]1. The reactants are Clc1nsnc1Br, Cc1ccccc1, [F-], [K+], OB(O)c1ccccc1, c1ccc(P(c2ccccc2)(c2ccccc2)[Pd](P(c2ccccc2)(c2ccccc2)c2ccccc2)(P(c2ccccc2)(c2ccccc2)c2ccccc2)P(c2ccccc2)(c2ccccc2)c2ccccc2)cc1. The product is Clc1nsnc1-c1ccccc1. Reaction SMILES: [Br:1][c:2]1[n:3][s:4][n:5][c:6]1[Cl:7].[CH3:19][c:20]1[cH:21][cH:22][cH:23][cH:24][cH:25]1.[F-:17].[K+:18].[OH:8][B:9]([OH:10])[c:11]1[cH:12][cH:13][cH:14][cH:15][cH:16]1.[cH:26]1[cH:27][cH:28][c:29]([P:30]([Pd:31]([P:32]([c:33]2[cH:34][cH:35][cH:36][cH:37][cH:38]2)([c:39]2[cH:40][cH:41][cH:42][cH:43][cH:44]2)[c:45]2[cH:46][cH:47][cH:48][cH:49][cH:50]2)([P:51]([c:52]2[cH:53][cH:54][cH:55][cH:56][cH:57]2)([c:58]2[cH:59][cH:60][cH:61][cH:62][cH:63]2)[c:64]2[cH:65][cH:66][cH:67][cH:68][cH:69]2)[P:70]([c:71]2[cH:72][cH:73][cH:74][cH:75][cH:76]2)([c:77]2[cH:78][cH:79][cH:80][cH:81][cH:82]2)[c:83]2[cH:84][cH:85][cH:86][cH:87][cH:88]2)([c:89]2[cH:90][cH:91][cH:92][cH:93][cH:94]2)[c:95]2[cH:96][cH:97][cH:98][cH:99][cH:100]2)[cH:101][cH:102]1>>[c:2]1(-[c:11]2[cH:12][cH:13][cH:14][cH:15][cH:16]2)[n:3][s:4][n:5][c:6]1[Cl:7]. Starting materials: BrC=1C=CC(=C(C=O)C1)F (5-bromo-2-fluoro-benzaldehyde), [BH4-].[Na+] (sodium borohydride). Procedure details: To a solution of 5-bromo-2-fluoro-benzaldehyde (6.10 g, 30.0 mmol) in 30 mL of THF at 0° C. is added 5 mL of sodium borohydride (2.0M solution in triglyme, 10.0 mmol). The reaction mixture is stirred at 0° C. for 25 min and then quenched by the addition of 1N HCl. The mixture is diluted with EtOAc and the layers are separated. The organic layer is washed with H2O and saturated NaCl. The organic layer is dried over MgSO4, filtered and concentrated. The crude product is purified by column chromato... Run at temperature 0 celsius, time 25 minute. Yield: 97.7%. Solvent: C1CCOC1 (THF). Yields the product BrC=1C=CC(=C(CO)C1)F (5-Bromo-2-fluoro-benzyl alcohol). RXN SMILES: [Br:1][C:2]1[CH:3]=[CH:4][C:5]([F:10])=[C:6]([CH:9]=1)[CH:7]=[O:8].[BH4-].[Na+]>C1COCC1>[Br:1][C:2]1[CH:3]=[CH:4][C:5]([F:10])=[C:6]([CH:9]=1)[CH2:7][OH:8] |f:1.2|. Reactants: BrC1=C(C=CC=C1)O (2-bromophenol), BrCC(=O)C1=CC=CC=C1 (bromoacetophenone), C(=O)([O-])[O-].[K+].[K+] (K2CO3). The solvent is CC(=O)C (acetone). Yields the product BrC1=C(OCC(=O)C2=CC=CC=C2)C=CC=C1 (2-(2-bromophenoxy)-1-phenyl-1-ethanone). RXN SMILES: [Br:1][C:2]1[CH:7]=[CH:6][CH:5]=[CH:4][C:3]=1[OH:8].Br[CH2:10][C:11]([C:13]1[CH:18]=[CH:17][CH:16]=[CH:15][CH:14]=1)=[O:12].C([O-])([O-])=O.[K+].[K+]>CC(C)=O>[Br:1][C:2]1[CH:7]=[CH:6][CH:5]=[CH:4][C:3]=1[O:8][CH2:10][C:11]([C:13]1[CH:18]=[CH:17][CH:16]=[CH:15][CH:14]=1)=[O:12] |f:2.3.4|. Reported procedure: To a solution of 2-bromophenol (8.71 g; 50.3 mmol) and bromoacetophenone (10.1 g; 50.5 mmol) in 50 ml acetone was added K2CO3 (7.02 g; 50.8 mmol). The mixture was heated to reflux for 10 h, cooled to r.t., filtered, diluted with EtOAc (100 ml), washed with HCl (1.0 M, 2×100 ml) and brine, dried over MgSO4 and concentrated. The residual solid was recrystallized from EtOAc:hexane to afford the desired material. Product: Cc1c(C2CC2)cc(Cl)c(N)c1F. Starting materials: COCCOC, OB(O)C1CC1, C1CCC(P(C2CCCCC2)C2CCCCC2)CC1, Cc1c(Br)cc(Cl)c(N)c1F, [K+], [K+], [K+], O, O=P([O-])([O-])[O-]. RXN SMILES: [CH3:45][O:46][CH2:47][CH2:48][O:49][CH3:50].[CH:12]1([B:15]([OH:16])[OH:17])[CH2:13][CH2:14]1.[CH:26]1([P:27]([CH:28]2[CH2:29][CH2:30][CH2:31][CH2:32][CH2:33]2)[CH:34]2[CH2:35][CH2:36][CH2:37][CH2:38][CH2:39]2)[CH2:40][CH2:41][CH2:42][CH2:43][CH2:44]1.[Cl:1][c:2]1[c:3]([NH2:4])[c:5]([F:11])[c:6]([CH3:10])[c:7]([Br:9])[cH:8]1.[K+:23].[K+:24].[K+:25].[OH2:51].[P:18]([O-:19])([O-:20])([O-:21])=[O:22]>>[Cl:1][c:2]1[c:3]([NH2:4])[c:5]([F:11])[c:6]([CH3:10])[c:7]([CH:12]2[CH2:13][CH2:14]2)[cH:8]1.